The task is: describe an organic reaction: reactants, conditions, products, and yield. This data is from the Open Reaction Database (ORD), a public repository of structured organic reaction records. Reported procedure: α-Phenyl-3-pyridylacetonitrile (U.S. Pat. No. 3,225,054) is reacted with 2-(2-chloroethyl)-2-azabicyclo[2.2.2]octane in toluene to provide 2-phenyl-2-(3-pyridyl)-4-(2-azabicyclo[2.2.2]oct-2-yl)butyronitrile. This nitrile is reacted with sodium azide in DMF containing lithium chloride to provide 5-[1-phenyl-1-(3-pyridyl)-3-(2-azabicyclo[2.2.2]oct-2-yl)propyl]-1H-tetrazole. Reaction this tetrazole with acetic anhydride in pyridine provides 5-[1-phenyl-1-(3-pyridyl)-3-(2-azabicyclo[2.2.2]oct-2-yl)p... The solvent is N1=CC=CC=C1 (pyridine). Yields the product C1(=CC=CC=C1)C(CCN1C2CCC(C1)CC2)(C=2C=NC=CC2)C2=NN=C(O2)C (5-[1-phenyl-1-(3-pyridyl)-3-(2-azabicyclo[2.2.2]oct-2-yl)propyl]-2-methyl-1,3,4-oxadiazole). Reactants: C1(=CC=CC=C1)C(CCN1C2CCC(C1)CC2)(C=2C=NC=CC2)C2=NN=NN2 (5-[1-phenyl-1-(3-pyridyl)-3-(2-azabicyclo[2.2.2]oct-2-yl)propyl]-1H-tetrazole), C(C)(=O)OC(C)=O (acetic anhydride). Reaction SMILES: [C:1]1([C:7]([C:24]2NN=[N:26][N:25]=2)([C:18]2[CH:19]=[N:20][CH:21]=[CH:22][CH:23]=2)[CH2:8][CH2:9][N:10]2[CH2:15][CH:14]3[CH2:16][CH2:17][CH:11]2[CH2:12][CH2:13]3)[CH:6]=[CH:5][CH:4]=[CH:3][CH:2]=1.[C:29](OC(=O)C)(=[O:31])[CH3:30]>N1C=CC=CC=1>[C:1]1([C:7]([C:24]2[O:31][C:29]([CH3:30])=[N:26][N:25]=2)([C:18]2[CH:19]=[N:20][CH:21]=[CH:22][CH:23]=2)[CH2:8][CH2:9][N:10]2[CH2:15][CH:14]3[CH2:16][CH2:17][CH:11]2[CH2:12][CH2:13]3)[CH:2]=[CH:3][CH:4]=[CH:5][CH:6]=1. Reactants: C1CCOC1, CCOC(=O)C(C)(C)Cn1ncc2cc(-c3noc(-c4ccc(OC(C)C)c(Cl)c4)n3)ccc21, [Na+], [OH-]. Product: CC(C)Oc1ccc(-c2nc(-c3ccc4c(cnn4CC(C)(C)C(=O)O)c3)no2)cc1Cl. RXN SMILES: [CH2:37]1[O:38][CH2:39][CH2:40][CH2:41]1.[Cl:1][c:2]1[cH:3][c:4](-[c:12]2[n:13][c:14](-[c:17]3[cH:18][c:19]4[cH:20][n:21][n:22]([CH2:26][C:27]([C:28](=[O:29])[O:30][CH2:31][CH3:32])([CH3:33])[CH3:34])[c:23]4[cH:24][cH:25]3)[n:15][o:16]2)[cH:5][cH:6][c:7]1[O:8][CH:9]([CH3:10])[CH3:11].[Na+:36].[OH-:35]>>[Cl:1][c:2]1[cH:3][c:4](-[c:12]2[n:13][c:14](-[c:17]3[cH:18][c:19]4[cH:20][n:21][n:22]([CH2:26][C:27]([C:28](=[O:29])[OH:30])([CH3:33])[CH3:34])[c:23]4[cH:24][cH:25]3)[n:15][o:16]2)[cH:5][cH:6][c:7]1[O:8][CH:9]([CH3:10])[CH3:11]. Reactants: ClC=1N=CC2=C(N(CC(C(N2)=O)(F)CC)C2CCCC2)N1 (2-chloro-9-cyclopentyl-7-ethyl-7-fluoro-8,9-dihydro-5H-pyrimido[4,5-b][1,4]diazepin-6(7H)-one), [H-].[Na+] (sodium hydride), ice water, CI (methyl iodide). Run in CC(=O)N(C)C (DMA). Conditions: time 1 hour. Product: ClC=1N=CC2=C(N(CC(C(N2C)=O)(F)CC)C2CCCC2)N1 (2-Chloro-9-cyclopentyl-7-ethyl-7-fluoro-5-methyl-8,9-dihydro-5H-pyrimido[4,5-b][1,4]diazepin-6(7H)-one). Isolated yield 80.5%. As a reaction SMILES: [Cl:1][C:2]1[N:3]=[CH:4][C:5]2[NH:11][C:10](=[O:12])[C:9]([CH2:14][CH3:15])([F:13])[CH2:8][N:7]([CH:16]3[CH2:20][CH2:19][CH2:18][CH2:17]3)[C:6]=2[N:21]=1.[H-].[Na+].[CH3:24]I>CC(N(C)C)=O>[Cl:1][C:2]1[N:3]=[CH:4][C:5]2[N:11]([CH3:24])[C:10](=[O:12])[C:9]([CH2:14][CH3:15])([F:13])[CH2:8][N:7]([CH:16]3[CH2:17][CH2:18][CH2:19][CH2:20]3)[C:6]=2[N:21]=1 |f:1.2|. Procedure details: To a solution of 2-chloro-9-cyclopentyl-7-ethyl-7-fluoro-8,9-dihydro-5H-pyrimido[4,5-b][1,4]diazepin-6(7H)-one (890 mg, 2.85 mmol) in 10 mL of DMA was added sodium hydride (60% dispersion in mineral oil, 116 mg, 2.9 mmol) at 0° C., followed by the dropwise addition of methyl iodide (0.18 mL, 2.9 mmol). The reaction mixture was warmed up to rt and stirred for 1 h. The whole was poured into ice-water, extracted with ethyl acetate. The organic layer was washed with brine and dried over Na2SO4. The ... Starting materials: C(C1=CC=CC=C1)OC=1C(=C(NC)C=CC1)[N+](=O)[O-] (3-benzyloxy-N-methyl-2-nitroaniline), ferric chloride, O.NN (hydrazine monohydrate). Run in CO (methanol). Conditions: time 5 hour. Product: NC1=C(NC)C=CC=C1OCC1=CC=CC=C1 (2-amino-3-benzyloxy-N-methylaniline). The yield is 87.1%. Reaction SMILES: [CH2:1]([O:8][C:9]1[C:10]([N+:17]([O-])=O)=[C:11]([CH:14]=[CH:15][CH:16]=1)[NH:12][CH3:13])[C:2]1[CH:7]=[CH:6][CH:5]=[CH:4][CH:3]=1.O.NN>CO>[NH2:17][C:10]1[C:9]([O:8][CH2:1][C:2]2[CH:7]=[CH:6][CH:5]=[CH:4][CH:3]=2)=[CH:16][CH:15]=[CH:14][C:11]=1[NH:12][CH3:13] |f:1.2|. Procedure: To a mixture of 3-benzyloxy-N-methyl-2-nitroaniline (453.3 mg), 80% methanol (6.8 ml), anhydrous ferric chloride (13.6 mg) and carbon (13.6 mg) was dropwise added hydrazine monohydrate (255.6 μl) at 70° C., and the mixture was stirred for 5 hours at the same temperature. Insoluble material was filtered off, and the filtrate was concentrated in vacuo. Ethyl acetate and saturated sodium bicarbonate solution were added to the residue, and the organic layer was washed with water and brine, dried ove... Starting materials: COc1ccc(C(CC(=O)Nc2ccc(NC(=O)Nc3ccccc3C)cc2)NC(=O)c2ccc(C(=O)OC(C)(C)C)cc2)cc1OC, ClCCl, O=C(O)C(F)(F)F. Yields the product COc1ccc(C(CC(=O)Nc2ccc(NC(=O)Nc3ccccc3C)cc2)NC(=O)c2ccc(C(=O)O)cc2)cc1OC. RXN SMILES: [C:1]([CH3:2])([CH3:3])([CH3:4])[O:5][C:6]([c:7]1[cH:8][cH:9][c:10]([C:13](=[O:14])[NH:15][CH:16]([CH2:17][C:18](=[O:19])[NH:20][c:21]2[cH:22][cH:23][c:24]([NH:27][C:28](=[O:29])[NH:30][c:31]3[c:32]([CH3:37])[cH:33][cH:34][cH:35][cH:36]3)[cH:25][cH:26]2)[c:38]2[cH:39][c:40]([O:46][CH3:47])[c:41]([O:44][CH3:45])[cH:42][cH:43]2)[cH:11][cH:12]1)=[O:48].[Cl:56][CH2:57][Cl:58].[F:49][C:50]([F:51])([F:52])[C:53]([OH:54])=[O:55]>>[O:5]=[C:6]([c:7]1[cH:8][cH:9][c:10]([C:13](=[O:14])[NH:15][CH:16]([CH2:17][C:18](=[O:19])[NH:20][c:21]2[cH:22][cH:23][c:24]([NH:27][C:28](=[O:29])[NH:30][c:31]3[c:32]([CH3:37])[cH:33][cH:34][cH:35][cH:36]3)[cH:25][cH:26]2)[c:38]2[cH:39][c:40]([O:46][CH3:47])[c:41]([O:44][CH3:45])[cH:42][cH:43]2)[cH:11][cH:12]1)[OH:48]. Reactants: O=C([O-])O, [Na+], O, O=[N+]([O-])O, c1cnc2[nH]ccc2n1. Yields the product O=[N+]([O-])c1c[nH]c2nccnc12. Reaction SMILES: [C:14](=[O:15])([OH:16])[O-:17].[Na+:18].[OH2:19].[OH:10][N+:11]([O-:12])=[O:13].[n:1]1[c:2]2[c:3]([n:4][cH:5][cH:6]1)[nH:7][cH:8][cH:9]2>>[n:1]1[c:2]2[c:3]([n:4][cH:5][cH:6]1)[nH:7][cH:8][c:9]2[N+:11](=[O:10])[O-:12].